The task is: describe an organic reaction: reactants, conditions, products, and yield. This data is from the Open Reaction Database (ORD), a public repository of structured organic reaction records. Reactants: resultant mixture, O (Water), FC(C(=O)O)(F)F.CC1N2C=3C=C4C(=CC3OCC2=NNC1=O)CCN4C4(CNC4)C (1-methyl-10-(3-methyl-azetidin-3-yl)-3,5,9,10-tetrahydro-8H-6-oxa-3,4,10,11b-tetraaza-cyclopenta[b]phenanthren-2-one 2,2,2-trifluoroacetate), TEA, O(C(=O)OC(C)(C)C)C(=O)OC(C)(C)C (BOC2O). Reagents/catalysts: CN(C)C=1C=CN=CC1 (DMAP). Solvent: C(Cl)Cl (DCM). Product: C(C)(C)(C)OC(=O)N1CC(C1)(N1CCC2=CC=3OCC4=NNC(C(N4C3C=C21)C)=O)C (racemic 3-methyl-3-(1-methyl-2-oxo-1,2,3,5,8,9-hexahydro-6-oxa-3,4,10,11b-tetraaza-cyclopenta[b]phenanthren-10-yl)-azetidine-1-carboxylic acid tert-butyl ester). The yield is 50.7%. As a reaction SMILES: FC(F)(F)C(O)=O.[CH3:8][CH:9]1[C:22](=[O:23])[NH:21][N:20]=[C:19]2[N:10]1[C:11]1[CH:12]=[C:13]3[N:26]([C:27]4([CH3:31])[CH2:30][NH:29][CH2:28]4)[CH2:25][CH2:24][C:14]3=[CH:15][C:16]=1[O:17][CH2:18]2.[O:32](C(OC(C)(C)C)=O)[C:33]([O:35][C:36]([CH3:39])([CH3:38])[CH3:37])=O.O>C(Cl)Cl.CN(C1C=CN=CC=1)C>[C:36]([O:35][C:33]([N:29]1[CH2:28][C:27]([CH3:31])([N:26]2[C:13]3[C:14](=[CH:15][C:16]4[O:17][CH2:18][C:19]5[N:10]([C:11]=4[CH:12]=3)[CH:9]([CH3:8])[C:22](=[O:23])[NH:21][N:20]=5)[CH2:24][CH2:25]2)[CH2:30]1)=[O:32])([CH3:39])([CH3:38])[CH3:37] |f:0.1|. Reported procedure: To a solution of 1-methyl-10-(3-methyl-azetidin-3-yl)-3,5,9,10-tetrahydro-8H-6-oxa-3,4,10,11b-tetraaza-cyclopenta[b]phenanthren-2-one 2,2,2-trifluoroacetate (Example #158, 0.65 g, crude, 1.985 mmol) in DCM (15 mL) was added TEA (0.603 g, 5.96 mmol), DMAP (0.024 g, 0.199 mmol) and BOC2O (0.867 g, 3.97 mmol). The resultant mixture was stirred at ambient temperature for 3 h. Water (2×10 mL) was added and the reaction mixture was extracted with EtOAc (2×40 mL). The combined organic phase was washed ... Reactants: C(C=C)C1=C(C=C(C=C1)OC)O (2-allyl-5-methoxyphenol), C([O-])([O-])=O.[K+].[K+] (potassium carbonate), C(C1=CC=CC=C1)Br (benzyl bromide). Reagents/catalysts: [I-].C(CCC)[N+](CCCC)(CCCC)CCCC (tetrabutylammonium iodide). Solvent: CN(C)C=O (DMF), O (water). Reaction conditions: time 12 hour. Product: C(C=C)C1=C(C=C(C=C1)OC)OCC1=CC=CC=C1 (1-allyl-2-(benzyloxy)-4-methoxybenzene). The yield is 90.2%. As a reaction SMILES: [CH2:1]([C:4]1[CH:9]=[CH:8][C:7]([O:10][CH3:11])=[CH:6][C:5]=1[OH:12])[CH:2]=[CH2:3].C(=O)([O-])[O-].[K+].[K+].[CH2:19](Br)[C:20]1[CH:25]=[CH:24][CH:23]=[CH:22][CH:21]=1>CN(C=O)C.[I-].C([N+](CCCC)(CCCC)CCCC)CCC.O>[CH2:1]([C:4]1[CH:9]=[CH:8][C:7]([O:10][CH3:11])=[CH:6][C:5]=1[O:12][CH2:19][C:20]1[CH:25]=[CH:24][CH:23]=[CH:22][CH:21]=1)[CH:2]=[CH2:3] |f:1.2.3,6.7|. Reported procedure: To a solution of 2-allyl-5-methoxyphenol (20.30 g, 0.124 mol) in DMF (500 mL) was added potassium carbonate (68.35 g, 0.495 mol) followed by benzyl bromide (23.26 g, 0.136 mol) and tetrabutylammonium iodide (4.57 g, 0.012 mol). The reaction mixture was allowed to stir at room temperature for 12 h. The reaction mixture was diluted with water (1000 mL) to dissolve any solids and extracted with diethyl ether (3×250 mL). The combined organic layers were washed with water (4×500 mL), saturated aqueou...